Dataset: the Open Reaction Database (ORD), a public repository of structured organic reaction records. Task: describe an organic reaction: reactants, conditions, products, and yield RXN SMILES: [C:1]([O:5][C:6]([NH:8][CH2:9][CH2:10][CH2:11][O:12][C:13]1[CH:22]=[CH:21][C:20]([N+:23]([O-:25])=[O:24])=[C:19]2[C:14]=1[CH2:15][CH2:16][CH2:17][CH:18]2[OH:26])=[O:7])([CH3:4])([CH3:3])[CH3:2].[Cr](Cl)(Cl)(=O)=O.[NH+]1C=CC=CC=1>C(Cl)Cl.CCOCC>[C:1]([O:5][C:6]([NH:8][CH2:9][CH2:10][CH2:11][O:12][C:13]1[CH:22]=[CH:21][C:20]([N+:23]([O-:25])=[O:24])=[C:19]2[C:14]=1[CH2:15][CH2:16][CH2:17][C:18]2=[O:26])=[O:7])([CH3:4])([CH3:2])[CH3:3] |f:1.2|. Solvent: CCOCC (ether), C(Cl)Cl (methylene chloride). Isolated yield 76.4%. Reported procedure: 5-[3'-(t-Butoxycarbonylamino)propyloxy]-1-hydroxy-8-nitro-1,2,3,4-tetrahydronaphthalene (2.46 g) is dissolved in dry methylene chloride (110 ml), and thereto are added molecular sieves 3A (6.73 g) and pyridinium dichlorochromate (1.5 equivalent), and the mixture is refluxed. After the reaction is completed, the mixture is diluted with ether, and the insoluble materials are removed by filtration through a pad of Celite. The filtrate is concentrated, and the residue is purified by silica gel colum... The reactants are 3A, [Cr](=O)(=O)(Cl)Cl.[NH+]1=CC=CC=C1 (pyridinium dichlorochromate), C(C)(C)(C)OC(=O)NCCCOC1=C2CCCC(C2=C(C=C1)[N+](=O)[O-])O (5-[3'-(t-Butoxycarbonylamino)propyloxy]-1-hydroxy-8-nitro-1,2,3,4-tetrahydronaphthalene). Yields the product C(C)(C)(C)OC(=O)NCCCOC1=C2CCCC(C2=C(C=C1)[N+](=O)[O-])=O (5-[3'-(t-butoxycarbonylamino)propyloxy]-8-nitro-1,2,3,4-tetrahydronaphthalen-1-one). Reactants: ClC1=NC=CC(=C1)C1=CC(=NN1C1=CC(=CC=C1)C)C (2-chloro-4-[1-(3-methylphenyl)-3-methyl-1H-pyrazol-5-yl]pyridine), C(CC1=CC=CC=C1)N (phenethylamine). Reaction conditions: temperature 200 celsius. Yields the product C1(=CC=CC=C1)CCNC1=NC=CC(=C1)C1=CC(=NN1C1=CC(=CC=C1)C)C (2-(Phenylethylamino)-4-[1-(3-methylphenyl)-3-methyl-1H-pyrazol-5-yl]pyridine). Yield: 74.0%. Reaction SMILES: Cl[C:2]1[CH:7]=[C:6]([C:8]2[N:12]([C:13]3[CH:18]=[CH:17][CH:16]=[C:15]([CH3:19])[CH:14]=3)[N:11]=[C:10]([CH3:20])[CH:9]=2)[CH:5]=[CH:4][N:3]=1.[CH2:21]([NH2:29])[CH2:22][C:23]1[CH:28]=[CH:27][CH:26]=[CH:25][CH:24]=1>>[C:23]1([CH2:22][CH2:21][NH:29][C:2]2[CH:7]=[C:6]([C:8]3[N:12]([C:13]4[CH:18]=[CH:17][CH:16]=[C:15]([CH3:19])[CH:14]=4)[N:11]=[C:10]([CH3:20])[CH:9]=3)[CH:5]=[CH:4][N:3]=2)[CH:28]=[CH:27][CH:26]=[CH:25][CH:24]=1. Procedure: A mixture of 2-chloro-4-[1-(3-methylphenyl)-3-methyl-1H-pyrazol-5-yl]pyridine (Example 45; 0.5 g, 0.0018 mol) and phenethylamine (15 mL) was heated at 200° C. for 24 hours. The excess amine was removed under vacuum and the residue was partitioned between ethyl acetate and water. The organic layer was washed with brine, dried over magnesium sulfate and filtered. The filtrate was concentrated and the crude was purified by chromatography on silica gel (ethyl acetate/hexane, 1:1) to give 0.48 g (74%... Starting materials: [BH4-], Cl, Cl, CC(C)NCC(=O)c1cc(F)c(N)c(Br)c1, [Na+]. Product: CC(C)NCC(O)c1cc(F)c(N)c(Br)c1. As a reaction SMILES: [BH4-:19].[ClH:1].[ClH:2].[NH2:3][c:4]1[c:5]([Br:18])[cH:6][c:7]([C:11]([CH2:12][NH:13][CH:14]([CH3:15])[CH3:16])=[O:17])[cH:8][c:9]1[F:10].[Na+:20]>>[NH2:3][c:4]1[c:5]([Br:18])[cH:6][c:7]([CH:11]([CH2:12][NH:13][CH:14]([CH3:15])[CH3:16])[OH:17])[cH:8][c:9]1[F:10]. Reactants: [Br-], COc1ccc(C(=O)C(C)(C)Br)c(Cl)c1Cl, [Li+], CN(C)C=O, O. Yields the product C=C(C)C(=O)c1ccc(OC)c(Cl)c1Cl. As a reaction SMILES: [Br-:18].[Br:1][C:2]([C:3](=[O:4])[c:5]1[c:6]([Cl:14])[c:7]([Cl:13])[c:8]([O:11][CH3:12])[cH:9][cH:10]1)([CH3:15])[CH3:16].[Li+:17].[O:20]=[CH:21][N:22]([CH3:23])[CH3:24].[OH2:19]>>[C:2]([C:3](=[O:4])[c:5]1[c:6]([Cl:14])[c:7]([Cl:13])[c:8]([O:11][CH3:12])[cH:9][cH:10]1)(=[CH2:15])[CH3:16].